From a dataset of the Open Reaction Database (ORD), a public repository of structured organic reaction records. describe an organic reaction: reactants, conditions, products, and yield Starting materials: CC1=CC=C(CC2CCNCC2)C=C1 (4-(4-methylbenzyl)piperidine), [N+](=O)([O-])C1=CC=C(OCCBr)C=C1 (2-(4-nitrophenoxy)ethyl bromide), C(=O)([O-])[O-].[K+].[K+] (K2CO3). Solvent: C1(=CC=CC=C1)C (toluene). Product: CC1=CC=C(CC2CCN(CC2)CCOC2=CC=C(C=C2)[N+](=O)[O-])C=C1 (4-(-4-Methylbenzyl)-1-(2-(4-nitrophenoxy)ethyl)piperidine). Isolated yield 95.0%. RXN SMILES: [CH3:1][C:2]1[CH:14]=[CH:13][C:5]([CH2:6][CH:7]2[CH2:12][CH2:11][NH:10][CH2:9][CH2:8]2)=[CH:4][CH:3]=1.[N+:15]([C:18]1[CH:27]=[CH:26][C:21]([O:22][CH2:23][CH2:24]Br)=[CH:20][CH:19]=1)([O-:17])=[O:16].C([O-])([O-])=O.[K+].[K+]>C1(C)C=CC=CC=1>[CH3:1][C:2]1[CH:3]=[CH:4][C:5]([CH2:6][CH:7]2[CH2:12][CH2:11][N:10]([CH2:24][CH2:23][O:22][C:21]3[CH:20]=[CH:19][C:18]([N+:15]([O-:17])=[O:16])=[CH:27][CH:26]=3)[CH2:9][CH2:8]2)=[CH:13][CH:14]=1 |f:2.3.4|. Procedure: From a mixture of 4-(4-methylbenzyl)piperidine (2.27 g, 12.0 mmol), 2-(4-nitrophenoxy)ethyl bromide (1.42 g, 6.0 mmol), K2CO3 (130 mg) and KI (120 mg) in toluene (25 mL) was obtained 2.02 g (100%) of the title compound as a viscous oil. 1H NMR (CDCl3): 1.25-1.38 (m, 2H), 1.46-1.56 (m, 1H), 1.63-1.67 (m, 2H), 2.01-2.09 (m, 2H), 2.314 (s, 3H), 2.498 (d, 2H), J=7), 2.797 (t, 2H), J=6), 2.94-2.98 (m, 2H), 4.171 (t, 21, J=6), 6.950 (d, 26, J=9), 7.059 (AB, 4H, J=8), 8.191 (d, 2H, J=9). The hydrochlor...